From a dataset of the Open Reaction Database (ORD), a public repository of structured organic reaction records. describe an organic reaction: reactants, conditions, products, and yield Reactants: C1CNCCN1, CC#N, ClCCl, O=S(Cl)Cl, OC(c1ccccc1)c1cccc(C(F)(F)F)c1. The product is FC(F)(F)c1cccc(C(c2ccccc2)N2CCNCC2)c1. RXN SMILES: [CH2:23]1[CH2:24][NH:25][CH2:26][CH2:27][NH:28]1.[CH3:32][C:33]#[N:34].[Cl:29][CH2:30][Cl:31].[S:19]([Cl:20])([Cl:21])=[O:22].[c:1]1([CH:7]([OH:8])[c:9]2[cH:10][c:11]([C:15]([F:16])([F:17])[F:18])[cH:12][cH:13][cH:14]2)[cH:2][cH:3][cH:4][cH:5][cH:6]1>>[c:1]1([CH:7]([c:9]2[cH:10][c:11]([C:15]([F:16])([F:17])[F:18])[cH:12][cH:13][cH:14]2)[N:25]2[CH2:24][CH2:23][NH:28][CH2:27][CH2:26]2)[cH:2][cH:3][cH:4][cH:5][cH:6]1. The solvent is C(C)(=O)OCC (ethyl acetate). Yields the product COC=1C=CC=C2C(=CC(=NC12)C(=O)O)NCC1=C(C=CC=C1)C (8-methoxy-4-(2-methylbenzylamino)quinoline-2-carboxylic acid). Run at temperature 140 celsius, time 1 hour. The yield is 27.2%. Reported procedure: A mixture of 54 g (=215 mmol) of methyl 4-chloro-8-methoxyquinoline-2-carboxylate, 33.7 g (=278 mmol) of 2-methylbenzylamine and 243 g (=2.58 mmol) of phenol was heated at 140° C. in an autoclave for 4 hours. The cooled reaction mixture was added dropwise to 4 1 of ethyl acetate, and the resulting precipitate was filtered off with suction. The solid was dissolved in 1 1 of THF and the pH was adjusted to 10 with 10% NaOH. The mixture was stirred at 50° C. for 1 hour, maintaining the pH constant, ... The reactants are ClC1=CC(=NC2=C(C=CC=C12)OC)C(=O)OC (methyl 4-chloro-8-methoxyquinoline-2-carboxylate), CC1=C(CN)C=CC=C1 (2-methylbenzylamine), C1(=CC=CC=C1)O (phenol). RXN SMILES: Cl[C:2]1[C:11]2[C:6](=[C:7]([O:12][CH3:13])[CH:8]=[CH:9][CH:10]=2)[N:5]=[C:4]([C:14]([O:16]C)=[O:15])[CH:3]=1.[CH3:18][C:19]1[CH:26]=[CH:25][CH:24]=[CH:23][C:20]=1[CH2:21][NH2:22].C1(O)C=CC=CC=1>C(OCC)(=O)C>[CH3:13][O:12][C:7]1[CH:8]=[CH:9][CH:10]=[C:11]2[C:6]=1[N:5]=[C:4]([C:14]([OH:16])=[O:15])[CH:3]=[C:2]2[NH:22][CH2:21][C:20]1[CH:23]=[CH:24][CH:25]=[CH:26][C:19]=1[CH3:18]. Starting materials: 14.4, CC1=CC=C(C=C1)CCC(C)(O)O (1-[2-(4-methylphenyl)ethyl]-ethanediol), BrCC1(OCCO1)C1=C(C=C(C=C1)Cl)Cl (2-(bromomethyl)-2-(2,4-dichlorophenyl)-1,3-dioxolane), CC1=CC=C(C=C1)S(=O)(=O)O (4-methylbenzenesulfonic acid), CC1=CC=CC=C1 (methylbenzene). Solvent: C(CCC)O (butanol), O (water). Product: BrCC1(OCC(O1)CCC1=CC=C(C=C1)C)C1=C(C=C(C=C1)Cl)Cl (2-(bromomethyl)-2-(2,4-dichlorophenyl)-4-[2-(4-methylphenyl)ethyl]-1,3-dioxolane). Reaction SMILES: [CH3:1][C:2]1[CH:7]=[CH:6][C:5]([CH2:8][CH2:9][C:10]([OH:13])(O)[CH3:11])=[CH:4][CH:3]=1.[Br:14][CH2:15][C:16]1([C:21]2[CH:26]=[CH:25][C:24]([Cl:27])=[CH:23][C:22]=2[Cl:28])OCC[O:17]1.CC1C=CC(S(O)(=O)=O)=CC=1.CC1C=CC=CC=1>O.C(O)CCC>[Br:14][CH2:15][C:16]1([C:21]2[CH:26]=[CH:25][C:24]([Cl:27])=[CH:23][C:22]=2[Cl:28])[O:13][CH:10]([CH2:9][CH2:8][C:5]2[CH:4]=[CH:3][C:2]([CH3:1])=[CH:7][CH:6]=2)[CH2:11][O:17]1. Procedure details: A mixture of 14.4 parts of 1-[2-(4-methylphenyl)ethyl]-ethanediol, 15.6 parts of 2-(bromomethyl)-2-(2,4-dichlorophenyl)-1,3-dioxolane, 5-parts of 4-methylbenzenesulfonic acid, 225 parts of methylbenzene and 40 parts of butanol is stirred and refluxed for 3 days with water-separator. The reaction mixture is evaporated and the residue is dissolved in 2,2'-oxybispropane. The solution is stirred for 30 minutes with silica gel. The latter is filtered off and the filtrate is evaporated, yielding 2-(br... The reactants are C(CCC)OC1=NC(=C2N=C(N(C2=N1)CCCCCC1CCNCC1)OC)N (2-(butyloxy)-8-(methyloxy)-9-[5-(4-piperidinyl)pentyl]-9H-purin-6-amine), IC(C)C (2-iodopropane). Yields the product NC1=C2NC(N(C2=NC(=N1)OCCCC)CCCCCC1CCN(CC1)C(C)C)=O (6-Amino-2-(butyloxy)-9-{5-[1-(1-methylethyl)-4-piperidinyl]pentyl}-7,9-dihydro-8H-purin-8-one). RXN SMILES: [CH2:1]([O:5][C:6]1[N:14]=[C:13]2[C:9]([N:10]=[C:11]([O:26]C)[N:12]2[CH2:15][CH2:16][CH2:17][CH2:18][CH2:19][CH:20]2[CH2:25][CH2:24][NH:23][CH2:22][CH2:21]2)=[C:8]([NH2:28])[N:7]=1)[CH2:2][CH2:3][CH3:4].I[CH:30]([CH3:32])[CH3:31]>>[NH2:28][C:8]1[N:7]=[C:6]([O:5][CH2:1][CH2:2][CH2:3][CH3:4])[N:14]=[C:13]2[C:9]=1[NH:10][C:11](=[O:26])[N:12]2[CH2:15][CH2:16][CH2:17][CH2:18][CH2:19][CH:20]1[CH2:25][CH2:24][N:23]([CH:30]([CH3:32])[CH3:31])[CH2:22][CH2:21]1. Procedure details: Prepared similarly to Example 14 from 2-(butyloxy)-8-(methyloxy)-9-[5-(4-piperidinyl)pentyl]-9H-purin-6-amine and 2-iodopropane. Solvent: C(C)O (ethanol), C(C)O (ethanol). RXN SMILES: [ClH:1].[CH2:2]([NH:9][C:10]([C:12]1[CH:25]=[CH:24][C:23]2[S:22][C:21]3[C:16](=[CH:17][CH:18]=[CH:19][CH:20]=3)[N:15]([CH:26]([CH3:33])[CH2:27][N:28]3[CH2:32][CH2:31][CH2:30][CH2:29]3)[C:14]=2[CH:13]=1)=[O:11])[C:3]1[CH:8]=[CH:7][CH:6]=[CH:5][CH:4]=1>C(O)C>[ClH:1].[CH2:2]([NH:9][C:10]([C:12]1[CH:25]=[CH:24][C:23]2[S:22][C:21]3[C:16](=[CH:17][CH:18]=[CH:19][CH:20]=3)[N:15]([CH:26]([CH3:33])[CH2:27][N:28]3[CH2:32][CH2:31][CH2:30][CH2:29]3)[C:14]=2[CH:13]=1)=[O:11])[C:3]1[CH:4]=[CH:5][CH:6]=[CH:7][CH:8]=1 |f:3.4|. Reactants: Cl (hydrochloric acid), C(C1=CC=CC=C1)NC(=O)C1=CC=2N(C3=CC=CC=C3SC2C=C1)C(CN1CCCC1)C (N-benzyl-10-[1-(1-pyrrolidinyl)-2-propyl]-2-phenothiazinecarboxamide). Procedure details: A 7.7 solution (0.59 cc) of hydrochloric acid in ethanol is added dropwise in the course of 5 minutes to a solution of N-benzyl-10-[1-(1-pyrrolidinyl)-2-propyl]-2-phenothiazinecarboxamide, L series (2.0 g), in absolute ethanol (30 cc). The solution is concentrated to dryness under reduced pressure (30 mm Hg; 4 kPa) and the residue is suspended in ethyl ether (100 cc) and dried under reduced pressure (5 mm Hg; 0.7 kPa) at 40° C. to give N-benzyl-10-[1-(1-pyrrolidinyl)-2-propyl]-2-phenothiazinecar... Yields the product Cl.C(C1=CC=CC=C1)NC(=O)C1=CC=2N(C3=CC=CC=C3SC2C=C1)C(CN1CCCC1)C (N-benzyl-10-[1-(1-pyrrolidinyl)-2-propyl]-2-phenothiazinecarboxamide hydrochloride).